describe an organic reaction: reactants, conditions, products, and yield From a dataset of the Open Reaction Database (ORD), a public repository of structured organic reaction records. Starting materials: C(#N)C1=CC(=CS1)CN1C([C@H](CC1)NS(=O)(=O)C1=CC2=CC=C(C(=C2C=C1)Cl)NC(=O)OCC1=CC=CC=C1)=O (N-Cbz-6-amino-5-chloro-naphthalene-2-sulfonic acid-[1-(5-cyanothiophen-3-ylmethyl)-2-oxopyrrolidin-3-(S)-yl]amide), BrCC(=O)OC(C)(C)C (tert-butyl bromoacetate). The product is C(C)(C)(C)OC(CN(S(=O)(=O)C1=CC2=CC=C(C(=C2C=C1)Cl)NC(=O)OCC1=CC=CC=C1)[C@@H]1C(N(CC1)CC1=CSC(=C1)C#N)=O)=O (2-[[1-(5-Cyanothiophene-3-ylmethyl)-2-oxopyrrolidin-3-(S)-yl]-(N-Cbz-6-amino-5-chloronaphthalene-2-sulfonyl)amino]acetic acid tert-butyl ester). RXN SMILES: [C:1]([C:3]1[S:7][CH:6]=[C:5]([CH2:8][N:9]2[CH2:13][CH2:12][C@H:11]([NH:14][S:15]([C:18]3[CH:27]=[CH:26][C:25]4[C:20](=[CH:21][CH:22]=[C:23]([NH:29][C:30]([O:32][CH2:33][C:34]5[CH:39]=[CH:38][CH:37]=[CH:36][CH:35]=5)=[O:31])[C:24]=4[Cl:28])[CH:19]=3)(=[O:17])=[O:16])[C:10]2=[O:40])[CH:4]=1)#[N:2].Br[CH2:42][C:43]([O:45][C:46]([CH3:49])([CH3:48])[CH3:47])=[O:44]>>[C:46]([O:45][C:43](=[O:44])[CH2:42][N:14]([C@H:11]1[CH2:12][CH2:13][N:9]([CH2:8][C:5]2[CH:4]=[C:3]([C:1]#[N:2])[S:7][CH:6]=2)[C:10]1=[O:40])[S:15]([C:18]1[CH:27]=[CH:26][C:25]2[C:20](=[CH:21][CH:22]=[C:23]([NH:29][C:30]([O:32][CH2:33][C:34]3[CH:39]=[CH:38][CH:37]=[CH:36][CH:35]=3)=[O:31])[C:24]=2[Cl:28])[CH:19]=1)(=[O:17])=[O:16])([CH3:49])([CH3:48])[CH3:47]. Procedure: The title compound is prepared from N-Cbz-6-amino-5-chloro-naphthalene-2-sulfonic acid-[1-(5-cyanothiophen-3-ylmethyl)-2-oxopyrrolidin-3-(S)-yl]amide as described in EXAMPLE 141, Part D using tert-butyl bromoacetate in place of benzyl bromide. The crude product is purified by column chromatography eluting with a gradient of 5% EtOAc/CH2Cl2 to 10% EtOAc/CH2Cl2 to provide the title compound as a solid. Starting materials: Fc1ccc(Br)cc1, C1CCOC1, [Li]CCCC, [Cl-], [NH4+], O=C1CCCCC1N1CCC2(CC1)C(=O)NCC2c1ccccc1. Yields the product O=C1NCC(c2ccccc2)C12CCN(C1CCCCC1(O)c1ccc(F)cc1)CC2. Reaction SMILES: [Br:1][c:2]1[cH:3][cH:4][c:5]([F:8])[cH:6][cH:7]1.[CH2:40]1[O:41][CH2:42][CH2:43][CH2:44]1.[CH3:9][CH2:10][CH2:11][CH2:12][Li:13].[Cl-:38].[NH4+:39].[O:14]=[C:15]1[CH:16]([N:21]2[CH2:22][CH2:23][C:24]3([CH:25]([c:30]4[cH:31][cH:32][cH:33][cH:34][cH:35]4)[CH2:26][NH:27][C:28]3=[O:29])[CH2:36][CH2:37]2)[CH2:17][CH2:18][CH2:19][CH2:20]1>>[c:2]1([C:15]2([OH:14])[CH:16]([N:21]3[CH2:22][CH2:23][C:24]4([CH:25]([c:30]5[cH:31][cH:32][cH:33][cH:34][cH:35]5)[CH2:26][NH:27][C:28]4=[O:29])[CH2:36][CH2:37]3)[CH2:17][CH2:18][CH2:19][CH2:20]2)[cH:3][cH:4][c:5]([F:8])[cH:6][cH:7]1. Solvent: CCOCC (Et2O). Reported procedure: To a solution of hexafluoroacetone trihydrate (0.42 mL, 3.0 mmol) in Et2O (3 mL) was added DBU (0.5 mL, 3.3 mmol). A white precipitate formed that was filtered, washed with Et2O (3×2 mL), and dried to provide hexafluoroacetone hydrate salt as a white solid (892.4 mg) in 89% yield. Recrystallization from Et2O/acetonitrile (slow evaporation) provided a crystalline solid suitable for X-ray structure analysis. 1H NMR (500 MHz, CD3CN) δ 10.20 (bs, 2H), 3.44 (m, 2H), 3.39 (t, 6 Hz, 2H), 3.22 (t, 6 Hz,... RXN SMILES: O.O.O.[F:4][C:5]([F:13])([F:12])[C:6]([C:8]([F:11])([F:10])[F:9])=[O:7].C1CCN2C(=NCCC2)CC1>CCOCC>[OH2:7].[F:4][C:5]([F:13])([F:12])[C:6]([C:8]([F:11])([F:10])[F:9])=[O:7] |f:0.1.2.3,6.7|. The reactants are O.O.O.FC(C(=O)C(F)(F)F)(F)F (hexafluoroacetone trihydrate), C1CCC2=NCCCN2CC1 (DBU). Product: O.FC(C(=O)C(F)(F)F)(F)F (hexafluoroacetone hydrate). The yield is 323.3%. Starting materials: ClCC1=CC(=C(OCC=2N=C(OC2C)C=2OC=CC2)C=C1)OC (4-[(4-chloromethyl-2-methoxyphenoxy)methyl]-2-(2-furyl)-5-methyl-1,3-oxazole), OC1=NN(C=C1C(=O)OCC)C (ethyl 3-hydroxy-1-methyl-1H-pyrazole-4-carboxylate), CN(C=O)C (N,N-dimethylformamide), [H-].[Na+] (sodium hydride). Solvent: O (Water). Conditions: temperature 90 celsius, time 2 hour. Product: O1C(=CC=C1)C=1OC(=C(N1)COC1=C(C=C(COC2=NN(C=C2C(=O)OCC)C)C=C1)OC)C (ethyl 3-[(4-{[2-(2-furyl)-5-methyl-1,3-oxazol-4-yl]methoxy}-3-methoxybenzyl)oxy]-1-methyl-1H-pyrazole-4-carboxylate). Isolated yield 97.4%. RXN SMILES: Cl[CH2:2][C:3]1[CH:21]=[CH:20][C:6]([O:7][CH2:8][C:9]2[N:10]=[C:11]([C:15]3[O:16][CH:17]=[CH:18][CH:19]=3)[O:12][C:13]=2[CH3:14])=[C:5]([O:22][CH3:23])[CH:4]=1.[OH:24][C:25]1[C:29]([C:30]([O:32][CH2:33][CH3:34])=[O:31])=[CH:28][N:27]([CH3:35])[N:26]=1.CN(C)C=O.[H-].[Na+]>O>[O:16]1[CH:17]=[CH:18][CH:19]=[C:15]1[C:11]1[O:12][C:13]([CH3:14])=[C:9]([CH2:8][O:7][C:6]2[CH:20]=[CH:21][C:3]([CH2:2][O:24][C:25]3[C:29]([C:30]([O:32][CH2:33][CH3:34])=[O:31])=[CH:28][N:27]([CH3:35])[N:26]=3)=[CH:4][C:5]=2[O:22][CH3:23])[N:10]=1 |f:3.4|. Procedure: To a mixture of 4-[(4-chloromethyl-2-methoxyphenoxy)methyl]-2-(2-furyl)-5-methyl-1,3-oxazole (7.63 g), ethyl 3-hydroxy-1-methyl-1H-pyrazole-4-carboxylate (3.0 g) and N,N-dimethylformamide (50 mL) was added sodium hydride (60% in oil, 0.78 g) at room temperature, and the mixture was stirred at 90° C. for 2 hrs. Water was poured into the reaction mixture, and the mixture was extracted with ethyl acetate. The organic layer was washed with saturated brine, dried over anhydrous magnesium sulfate and ... Reactants: N1(C(OC(C)(C)C)=O)CC([B-](F)(F)F)C1, c1(cc(c2c(c1Cl)C(N(CC2)Cc1c(cc(nc1OCc1ccccc1)C)C)=O)Cl)Br. The reagents and catalysts are c1ccc(cc1)-c2c3ccccc3cc4ccccc24 (9-Phenylanthracene), [O-]P(=O)([O-])[O-].[K+].[K+].[K+]   (K3PO4), O (water), [Pd].P(c1ccccc1)(c1ccccc1)c1ccccc1.P(c1ccccc1)(c1ccccc1)c1ccccc1.P(c1ccccc1)(c1ccccc1)c1ccccc1.P(c1ccccc1)(c1ccccc1)c1ccccc1 (Pd(P(Ph)3)4)). The solvent is CC1=CC=CC=C1 (Toluene). Conditions: temperature 90 celsius, time 18 hour. The product is Cc1cc(C)c(CN2CCc3c(Cl)cc(C4CN(C4)C(=O)OC(C)(C)C)c(Cl)c3C2=O)c(OCc5ccccc5)n1. Reaction SMILES: [CH3:1][C:2]([O:5][C:6]([N:8]1[CH2:11][CH:10]([B-](F)(F)F)[CH2:9]1)=[O:7])([CH3:4])[CH3:3].[CH3:12][c:13]1[n:41][c:32]([O:33][CH2:34][c:35]2[cH:40][cH:39][cH:38][cH:37][cH:36]2)[c:17]([CH2:18][N:19]3[C:30](=[O:31])[c:29]([c:22]4[CH2:21][CH2:20]3)[c:27]([Cl:28])[c:26](Br)[cH:25][c:23]4[Cl:24])[c:15]([CH3:16])[cH:14]1>>[CH3:12][c:13]1[n:41][c:32]([O:33][CH2:34][c:35]2[cH:40][cH:39][cH:38][cH:37][cH:36]2)[c:17]([CH2:18][N:19]3[C:30](=[O:31])[c:29]([c:22]4[CH2:21][CH2:20]3)[c:27]([Cl:28])[c:26]([CH:10]5[CH2:11][N:8]([C:6]([O:5][C:2]([CH3:4])([CH3:3])[CH3:1])=[O:7])[CH2:9]5)[cH:25][c:23]4[Cl:24])[c:15]([CH3:16])[cH:14]1. Starting materials: ClC=1C=CC2=C([C@H](CNCC2)C)C1Cl ((R)-8,9-dichloro-1-methyl-2,3,4,5-tetrahydro-1H-3-benzazepine), C(C)(=O)O[BH-](OC(C)=O)OC(C)=O.[Na+] (sodium triacetoxyborohydride), C=O (formaldehyde). The solvent is ClC(C)Cl (dichloroethane), [OH-].[Na+] (NaOH). Run at temperature 20 celsius, time 2 hour. The product is CN1CCC2=C([C@H](C1)C)C(=C(C=C2)Cl)Cl ((R)-N-methyl-8,9-dichloro-1-methyl-2,3,4,5-tetrahydro-1H-3-benzazepine). As a reaction SMILES: [Cl:1][C:2]1[CH:3]=[CH:4][C:5]2[CH2:11][CH2:10][NH:9][CH2:8][C@H:7]([CH3:12])[C:6]=2[C:13]=1[Cl:14].[C:15](O[BH-](OC(=O)C)OC(=O)C)(=O)C.[Na+].C=O>ClC(Cl)C.[OH-].[Na+]>[CH3:15][N:9]1[CH2:8][C@H:7]([CH3:12])[C:6]2[C:13]([Cl:14])=[C:2]([Cl:1])[CH:3]=[CH:4][C:5]=2[CH2:11][CH2:10]1 |f:1.2,5.6|. Procedure: A solution of (R)-8,9-dichloro-1-methyl-2,3,4,5-tetrahydro-1H-3-benzazepine (0.05 g, 0.20 mmol) in dichloroethane (3 mL) was treated with sodium triacetoxyborohydride (0.073 g, 0.35 mmol) and formaldehyde (0.017 mL, 37% solution in water). This was stirred at 20° C. for 2 h. The reaction was diluted with 15% NaOH and extracted with ethyl acetate (2×10 mL). The organics were dried with MgSO4, filtered and concentrated to give 0.042 g as an oil. 1H NMR (400 MHz, CDCl3) δ 7.19 (d, J=8 Hz, 1H), 6.89... Reactants: ClC1=CC=C2C=3CCCCC3N3C2=C1CCN(CC3)C (6-chloro-3-methyl-2,3,4,5,9,10,11,12-octahydro-1H-[1,4]diazocino[7,8,1-jk]carbazole), ClC(=O)OC(C)Cl (1-chloroethyl chloroformate). The solvent is ClC(C)Cl (dichloroethane). Product: ClC1=CC=C2C=3CCCCC3N3C2=C1CCNCC3 (6-Chloro-2,3,4,5,9,10,11,12-octahydro-1H-[1,4]diazocino[7,8,1-jk]carbazole). Isolated yield 87.3%. RXN SMILES: [Cl:1][C:2]1[C:14]2[CH2:15][CH2:16][N:17](C)[CH2:18][CH2:19][N:12]3[C:13]=2[C:5]([C:6]2[CH2:7][CH2:8][CH2:9][CH2:10][C:11]=23)=[CH:4][CH:3]=1.ClC(OC(Cl)C)=O>ClC(Cl)C>[Cl:1][C:2]1[C:14]2[CH2:15][CH2:16][NH:17][CH2:18][CH2:19][N:12]3[C:13]=2[C:5]([C:6]2[CH2:7][CH2:8][CH2:9][CH2:10][C:11]=23)=[CH:4][CH:3]=1. Procedure details: To a solution of 6-chloro-3-methyl-2,3,4,5,9,10,11,12-octahydro-1H-[1,4]diazocino[7,8,1-jk]carbazole (0.36 g, 1.25 mmole) in dichloroethane (80 mL) was added 1-chloroethyl chloroformate (1.2 mL, 10.8 mmole) and the mixture refluxed for 24 hours. The reaction mixture was cooled to room temperature and the solvent removed in vacuo and replaced with methanol (25 mL) and refluxed for another 3 hours. The reaction mixture was then cooled to room temperature and the solvent removed in vacuo. The dark ...